Dataset: the Open Reaction Database (ORD), a public repository of structured organic reaction records. Task: describe an organic reaction: reactants, conditions, products, and yield Reactants: CC1=C(NC2=C1C(N(CCC2)CCN2CCCCC2)=O)C=O (3-methyl-4-oxo-5-(2-piperidin-1-yl-ethyl)-1,4,5,6,7,8-hexahydro-pyrrolo[3,2-c]azepine-2-carbaldehyde), ClC=1C=C2CC(NC2=CC1)=O (5-chloro-1,3-dihydro-indol-2-one). Product: ClC=1C=C2/C(/C(NC2=CC1)=O)=C/C1=C(C=2C(N(CCCC2N1)CCN1CCCCC1)=O)C ((Z)-2-(5-chloro-2-oxo-1,2-dihydro-indol-3-ylidenemethyl)-3-methyl-5-(2-piperidin-1-yl-ethyl)-5,6,7,8-tetrahydro-1H-pyrrolo[3,2-c]azepin-4-one). The yield is 64.8%. As a reaction SMILES: [CH3:1][C:2]1[C:6]2[C:7](=[O:20])[N:8]([CH2:12][CH2:13][N:14]3[CH2:19][CH2:18][CH2:17][CH2:16][CH2:15]3)[CH2:9][CH2:10][CH2:11][C:5]=2[NH:4][C:3]=1[CH:21]=O.[Cl:23][C:24]1[CH:25]=[C:26]2[C:30](=[CH:31][CH:32]=1)[NH:29][C:28](=[O:33])[CH2:27]2>>[Cl:23][C:24]1[CH:25]=[C:26]2[C:30](=[CH:31][CH:32]=1)[NH:29][C:28](=[O:33])/[C:27]/2=[CH:21]\[C:3]1[NH:4][C:5]2[CH2:11][CH2:10][CH2:9][N:8]([CH2:12][CH2:13][N:14]3[CH2:19][CH2:18][CH2:17][CH2:16][CH2:15]3)[C:7](=[O:20])[C:6]=2[C:2]=1[CH3:1]. Procedure: The title compound was prepared under the same conditions as described in step 5 of Example 32 with 3-methyl-4-oxo-5-(2-piperidin-1-yl-ethyl)-1,4,5,6,7,8-hexahydro-pyrrolo[3,2-c]azepine-2-carbaldehyde 32d obtained from step 4 of Example 32 and 5-chloro-1,3-dihydro-indol-2-one as starting materials to obtain (Z)-2-(5-chloro-2-oxo-1,2-dihydro-indol-3-ylidenemethyl)-3-methyl-5-(2-piperidin-1-yl-ethyl)-5,6,7,8-tetrahydro-1H-pyrrolo[3,2-c]azepin-4-one 35 (44 mg, yield 64.8%) as a yellow solid. The reactants are COC(C)(C)OC (2,2-dimethoxypropane), C1(=CC=C(C=C1)S(=O)(=O)O)C (p-toluenesulfonic acid), C([C@H](C(=O)O)O)C(=O)O (D-(+)-malic acid). Run in C(Cl)Cl (CH2Cl2). Conditions: time 4 hour. The product is CC1(OC([C@H](O1)CC(=O)O)=O)C ([(4R)-2,2-Dimethyl-5-oxo-1,3-dioxolan-4-yl]acetic acid). RXN SMILES: [CH2:1]([C:7]([OH:9])=[O:8])[C@@H:2]([OH:6])[C:3]([OH:5])=[O:4].CO[C:12](OC)([CH3:14])[CH3:13].C1(C)C=CC(S(O)(=O)=O)=CC=1>C(Cl)Cl>[CH3:13][C:12]1([CH3:14])[O:6][C@H:2]([CH2:1][C:7]([OH:9])=[O:8])[C:3](=[O:5])[O:4]1. Reported procedure: To a suspension of D-(+)-malic acid (10 g, 75 mmol) in CH2Cl2 (100 mL) was added 2,2-dimethoxypropane (23 g, 225 mmol) and p-toluenesulfonic acid (0.129 g, 0.75 mmol). The reaction mixture was stirred at rt for 4 h, filtered through silica gel (50% EtOAc/hexane) and concentrated to give the title compound. The reactants are CC(C)(C)[O-].[K+] (t-BuOK), C(C)(C)(C)OC(=O)N1C2COCC1CC(C2)=O (7-oxo-3-oxa-9-aza-bicyclo[3.3.1]nonane-9-carboxylic acid tert-butyl ester), CN(C)C=O (DMF), C(OC)(OC)=O (dimethyl carbonate). Run in C1(=CC=CC=C1)C (toluene). Conditions: temperature 90 celsius, time 30 minute. Yields the product COC(=O)C1C2COCC(CC1=O)N2C(=O)OC(C)(C)C (7-oxo-3-oxa-9-aza-bicyclo[3.3.1]nonane-6,9-dicarboxylic acid 9-tert-butyl ester 6-methyl ester), yellow oil. Isolated yield 49.0%. Reaction SMILES: CC([O-])(C)C.[K+].[C:7](=O)([O:10]C)[O:8][CH3:9].[C:13]([O:17][C:18]([N:20]1[CH:25]2[CH2:26][C:27](=[O:29])[CH2:28][CH:21]1[CH2:22][O:23][CH2:24]2)=[O:19])([CH3:16])([CH3:15])[CH3:14].CN(C=O)C>C1(C)C=CC=CC=1>[CH3:9][O:8][C:7]([CH:26]1[C:27](=[O:29])[CH2:28][CH:21]2[N:20]([C:18]([O:17][C:13]([CH3:16])([CH3:14])[CH3:15])=[O:19])[CH:25]1[CH2:24][O:23][CH2:22]2)=[O:10] |f:0.1|. Reported procedure: To a suspension of t-BuOK (1.82 g, 16.26 mmol) in toluene (30 mL) was added dimethyl carbonate (0.98 g, 10.84 mmol). The mixture was heated at 90° C. for 5 mins, and then 7-oxo-3-oxa-9-aza-bicyclo[3.3.1]nonane-9-carboxylic acid tert-butyl ester (1.3 g, 5.4 mmol) was added. After the resulting mixture was stirred at 90° C. for 30 mins, the mixture was turned to brown gel, and then DMF (1.5 mL) was added to get a brown solution. The mixture was stirred at 90° C. for 3 hours. After it was cooled to... Reported procedure: To a suspension of 0.5 g of phosphorous pentoxide in 30 mL anh. DCM were added 1.3 mL of propiophenone followed by 2.9 mL of 2-cyclohexen-1-one at rt. The suspension was cooled to 0° C. with an ice bath before 2.6 mL of trifluoromethanesulfonic acid was carefully added. The reaction mixture was warmed to rt and then heated at 40° C. overnight. 5.4 mL of NEt3 were dropwise added at 0° C., the mixture was stirred at rt for 10 min and then evaporated to dryness. Purification by CC with EtOAc-Hept (... The product is CC=1C2CC(C(C1C1=CC=CC=C1)CC2)=O (rac-(1R*,4R*)-5-methyl-6-phenyl-bicyclo[2.2.2]oct-5-en-2-one). Reaction conditions: time 10 minute. Run in C(Cl)Cl (DCM), CCN(CC)CC (NEt3). Starting materials: C(CC)(=O)C1=CC=CC=C1 (propiophenone), FC(S(=O)(=O)O)(F)F (trifluoromethanesulfonic acid), O=P12OP3(=O)OP(=O)(O1)OP(=O)(O2)O3 (phosphorous pentoxide), C1(C=CCCC1)=O (2-cyclohexen-1-one). As a reaction SMILES: O=P12OP3(OP(OP(O3)(O1)=O)(=O)O2)=O.[C:15]([C:19]1[CH:24]=[CH:23][CH:22]=[CH:21][CH:20]=1)(=[O:18])[CH2:16]C.[C:25]1(=O)[CH2:30][CH2:29][CH2:28][CH:27]=[CH:26]1.F[C:33](F)(F)S(O)(=O)=O>C(Cl)Cl.CCN(CC)CC>[CH3:33][C:23]1[CH:22]2[CH2:21][CH2:20][CH:19]([C:24]=1[C:25]1[CH:30]=[CH:29][CH:28]=[CH:27][CH:26]=1)[C:15](=[O:18])[CH2:16]2. Starting materials: CO, CS(=O)(=O)Nc1ccc(CNC(=O)C=Cc2ccc(C(F)(F)F)nc2Cl)cc1F. Product: COc1nc(C(F)(F)F)ccc1C=CC(=O)NCc1ccc(NS(C)(=O)=O)c(F)c1. As a reaction SMILES: [CH3:30][OH:31].[Cl:1][c:2]1[n:3][c:4]([C:26]([F:27])([F:28])[F:29])[cH:5][cH:6][c:7]1[CH:8]=[CH:9][C:10](=[O:11])[NH:12][CH2:13][c:14]1[cH:15][c:16]([F:25])[c:17]([NH:20][S:21](=[O:22])(=[O:23])[CH3:24])[cH:18][cH:19]1>>[c:2]1([O:31][CH3:30])[n:3][c:4]([C:26]([F:27])([F:28])[F:29])[cH:5][cH:6][c:7]1[CH:8]=[CH:9][C:10](=[O:11])[NH:12][CH2:13][c:14]1[cH:15][c:16]([F:25])[c:17]([NH:20][S:21](=[O:22])(=[O:23])[CH3:24])[cH:18][cH:19]1.